Dataset: the Open Reaction Database (ORD), a public repository of structured organic reaction records. Task: describe an organic reaction: reactants, conditions, products, and yield The reactants are CN(C(OC(C1=CC=CC=C1)C=1N(C(=C(N1)C1=CC=CC=C1)C=1SC=2N=CN=C(C2N1)N)C)=O)C ([5-(7-Amino[1,3]thiazolo[5,4-d]pyrimidin-2-yl)-1-methyl-4-phenyl-1H-imidazol-2-yl](phenyl)methyl dimethylcarbamate), C(CC(C)C)=O (isovaleraldehyde), oil. Yields the product CN(C(OC(CC(C)C)C=1N(C(=C(N1)C1=CC=CC=C1)C=1SC=2N=CN=C(C2N1)N)C)=O)C (1-[5-(7-Amino[1,3]thiazolo[5,4-d]pyrimidin-2-yl)-1-methyl-4-phenyl-1H-imidazol-2-yl]-3-methylbutyl dimethylcarbamate). Reaction SMILES: [CH3:1][N:2]([CH3:35])[C:3](=[O:34])[O:4][CH:5]([C:12]1[N:13]([CH3:33])[C:14]([C:23]2[S:24][C:25]3[N:26]=[CH:27][N:28]=[C:29]([NH2:32])[C:30]=3[N:31]=2)=[C:15]([C:17]2[CH:22]=[CH:21][CH:20]=[CH:19][CH:18]=2)[N:16]=1)[C:6]1C=CC=CC=1.[CH:36](=O)[CH2:37][CH:38](C)C>>[CH3:1][N:2]([CH3:35])[C:3](=[O:34])[O:4][CH:5]([C:12]1[N:13]([CH3:33])[C:14]([C:23]2[S:24][C:25]3[N:26]=[CH:27][N:28]=[C:29]([NH2:32])[C:30]=3[N:31]=2)=[C:15]([C:17]2[CH:22]=[CH:21][CH:20]=[CH:19][CH:18]=2)[N:16]=1)[CH2:6][CH:37]([CH3:38])[CH3:36]. Reported procedure: The title compound was prepared by a similar process to that described for Intermediate 97 but using isovaleraldehyde in place of benzaldehyde. Pale yellow oil (54 mg, 77%); Reactants: CCOC(=O)C1Cc2cc(CCC(=O)O)ccc2C1=O, CCO, OCC1OC(OC2(CO)OC(CO)C(O)C2O)C(O)C(O)C1O. Product: CCOC(=O)C1Cc2cc(CCC(=O)O)ccc2C1O. RXN SMILES: [C:24](=[O:25])([OH:26])[CH2:27][CH2:28][c:29]1[cH:30][c:31]2[c:35]([cH:36][cH:37]1)[C:34](=[O:38])[CH:33]([C:39](=[O:40])[O:41][CH2:42][CH3:43])[CH2:32]2.[CH3:44][CH2:45][OH:46].[OH:1][CH2:2][CH:3]1[CH:4]([OH:5])[CH:6]([OH:7])[CH:8]([OH:9])[CH:10]([O:11][C:12]2([CH2:21][OH:22])[CH:13]([OH:14])[CH:15]([OH:16])[CH:17]([CH2:18][OH:19])[O:20]2)[O:23]1>>[C:24](=[O:25])([OH:26])[CH2:27][CH2:28][c:29]1[cH:30][c:31]2[c:35]([cH:36][cH:37]1)[CH:34]([OH:38])[CH:33]([C:39](=[O:40])[O:41][CH2:42][CH3:43])[CH2:32]2. The reactants are COCCOC, C[Si](C)(C)c1c(CCC=O)cnc2c1CCO2, [Cl-], [NH4+]. The product is OC1CCc2cnc3c(c21)CCO3. Reaction SMILES: [CH3:18][O:19][CH2:20][CH2:21][O:22][CH3:23].[CH3:1][Si:2]([c:3]1[c:4]2[c:5]([n:6][cH:7][c:8]1[CH2:9][CH2:10][CH:11]=[O:12])[O:13][CH2:14][CH2:15]2)([CH3:16])[CH3:17].[Cl-:24].[NH4+:25]>>[c:3]12[c:4]3[c:5]([n:6][cH:7][c:8]1[CH2:9][CH2:10][CH:11]2[OH:12])[O:13][CH2:14][CH2:15]3. The reactants are ClC1=CC=C(CO[C@H]2CCC[C@@H](O2)COS(=O)(=O)C2=CC=C(C)C=C2)C=C1 (trans-6-(4-chlorobenzyloxy)-2-tosyloxymethyltetrahydropyran), [H-].[Na+] (sodium hydride), N1C=NC=C1 (imidazole), ice water. The solvent is CN(C=O)C (dimethylformamide), CN(C=O)C (dimethylformamide). Product: ClC1=CC=C(CO[C@H]2CCC[C@@H](O2)CN2C=NC=C2)C=C1 (Trans-1-[6-(4-chlorobenzyloxy)tetrahydropyran-2-ylmethyl]imidazole). Isolated yield 89.7%. RXN SMILES: [H-].[Na+].[NH:3]1[CH:7]=[CH:6][N:5]=[CH:4]1.[Cl:8][C:9]1[CH:34]=[CH:33][C:12]([CH2:13][O:14][C@@H:15]2[O:20][C@@H:19]([CH2:21]OS(C3C=CC(C)=CC=3)(=O)=O)[CH2:18][CH2:17][CH2:16]2)=[CH:11][CH:10]=1>CN(C)C=O>[Cl:8][C:9]1[CH:10]=[CH:11][C:12]([CH2:13][O:14][C@@H:15]2[O:20][C@@H:19]([CH2:21][N:3]3[CH:7]=[CH:6][N:5]=[CH:4]3)[CH2:18][CH2:17][CH2:16]2)=[CH:33][CH:34]=1 |f:0.1|. Procedure details: A mixture of 0.28 g (12 mmoles) of 50% sodium hydride (i.e. 50% w/w sodium hydride in mineral oil) and 0.817 g (12 mmoles) of imidazole was stirred in 25 ml of dimethylformamide at 80° C. for 30 minutes. The mixture was then left to cool at room temperature, after which there was added a solution of 3.30 g of trans-6-(4-chlorobenzyloxy)-2-tosyloxymethyltetrahydropyran in 5 ml of dimethylformamide, at room temperature, and then the mixture was heated at 80°-85° C. for 2 hours. After cooling the m... Reactants: [N+](=[N-])=C (diazomethane), C1(=CC=CC=C1)CC(=O)Cl (phenylacetyl chloride), [N+](=[N-])=C (diazomethane). Solvent: CCOCC (ether), CCOCC (ether). Yields the product [N+](=[N-])=CC(CC1=CC=CC=C1)=O (1-diazo-3-phenyl-2-propanone). The yield is 95.2%. Reaction SMILES: [N+:1](=[CH2:3])=[N-:2].[C:4]1([CH2:10][C:11](Cl)=[O:12])[CH:9]=[CH:8][CH:7]=[CH:6][CH:5]=1>CCOCC>[N+:1](=[CH:3][C:11](=[O:12])[CH2:10][C:4]1[CH:9]=[CH:8][CH:7]=[CH:6][CH:5]=1)=[N-:2]. Procedure: To diazomethane (40 mmol) in ether (100 ml) at 0° C. was added phenylacetyl chloride (2.65 ml, 20 mmol). After 30 min at 0° C. the excess diazomethane and the ether were blown off with nitrogen, and then under vacuum to leave 1-diazo-3-phenyl-2-propanone as a yellow oil (3.05 g, 95%); δH (CDCl3) 7.2 (5H, S, aryl), 5.1 (1H, S, CH=N2), 3.5 (2H, S, CH2). Reactants: Cl.OC(CNC(CC1=CC=C(C=C1)OC)(C)C)COC1=CC=C(C=C1)OC (N-[2-Hydroxy-3-(4-methoxyphenoxy)propyl]-1,1-dimethyl-2-(4-methoxyphenyl)-ethylamine Hydrochloride), ( 16 ), Cl.O(C1=CC=CC=C1)CCCNC(CC1=CC=C(C=C1)OC)(C)C (N-(3-Phenoxypropyl)-1,1-dimethyl-2-(4-methoxyphenyl)ethylamine Hydrochloride), Cl.OC(CNC(CC1=CC=C(C=C1)OC)(C)C)COC1=CC=C(C=C1)OC (N-[2-Hydroxy-3-(4-methoxyphenoxy)propyl]-1,1-dimethyl-2-(4-methoxyphenyl)-ethylamine Hydrochloride), ( 100 ), ( 5 ), ( 6 ). Yields the product Cl.OC(CNC(CC1=CC=C(C=C1)OC)(C)C)COC1=C(C=CC=C1)CC (N-[2-hydroxy-3-(2-ethylphenoxy)propyl]-1,1-dimethyl-2-(4-methoxyphenyl)ethylamine Hydrochloride). Reaction SMILES: [ClH:1].O(CCCNC(C)(C)CC1C=CC(OC)=CC=1)[C:3]1C=CC=C[CH:4]=1.Cl.[OH:26][CH:27]([CH2:42][O:43][C:44]1[CH:49]=[CH:48][C:47](OC)=[CH:46][CH:45]=1)[CH2:28][NH:29][C:30]([CH3:41])([CH3:40])[CH2:31][C:32]1[CH:37]=[CH:36][C:35]([O:38][CH3:39])=[CH:34][CH:33]=1>>[ClH:1].[OH:26][CH:27]([CH2:42][O:43][C:44]1[CH:45]=[CH:46][CH:47]=[CH:48][C:49]=1[CH2:3][CH3:4])[CH2:28][NH:29][C:30]([CH3:41])([CH3:40])[CH2:31][C:32]1[CH:37]=[CH:36][C:35]([O:38][CH3:39])=[CH:34][CH:33]=1 |f:0.1,2.3,4.5|. Procedure details: GC/EI-MS, m/z (rel. int.) 342 (M−15, 1), 237 (16), 236 (100), 163 (5), 121 (17), 114 (7), 91 (6), 77 (7). The reactants are COC1=CC=C(C=C1C(=O)O)C(=O)N (6-methoxyisophthalamic acid), C(#C)C=1C=C(N)C=CC1 (3-ethynylaniline). Yields the product C(#C)C=1C=C(C=CC1)NC(C=1C=C(C(=O)N)C=CC1OC)=O (3-N-(3-ethynylphenyl)-4-methoxyisophthalamide). RXN SMILES: [CH3:1][O:2][C:3]1[C:8]([C:9]([OH:11])=O)=[CH:7][C:6]([C:12]([NH2:14])=[O:13])=[CH:5][CH:4]=1.[C:15]([C:17]1[CH:18]=[C:19]([CH:21]=[CH:22][CH:23]=1)[NH2:20])#[CH:16]>>[C:15]([C:17]1[CH:18]=[C:19]([NH:20][C:9](=[O:11])[C:8]2[CH:7]=[C:6]([CH:5]=[CH:4][C:3]=2[O:2][CH3:1])[C:12]([NH2:14])=[O:13])[CH:21]=[CH:22][CH:23]=1)#[CH:16]. Reported procedure: The captioned compound was synthesized from 6-methoxyisophthalamic acid and 3-ethynylaniline by the same procedure as in the manufacturing method described in step C of Example 1-3-1. Reactants: O=C(Cl)c1ccc(OCCCCCCBr)cc1, Br, CN(C)C=O, Cc1ccccc1, O, NCCO. Product: O=C(NCCO)c1ccc(OCCCCCCBr)cc1. Reaction SMILES: [Br:5][CH2:6][CH2:7][CH2:8][CH2:9][CH2:10][CH2:11][O:12][c:13]1[cH:14][cH:15][c:16]([C:17](=[O:18])[Cl:19])[cH:20][cH:21]1.[BrH:22].[CH3:23][N:24]([CH3:25])[CH:26]=[O:27].[CH3:28][c:29]1[cH:30][cH:31][cH:32][cH:33][cH:34]1.[OH2:35].[OH:1][CH2:2][CH2:3][NH2:4]>>[OH:1][CH2:2][CH2:3][NH:4][C:17]([c:16]1[cH:15][cH:14][c:13]([O:12][CH2:11][CH2:10][CH2:9][CH2:8][CH2:7][CH2:6][Br:5])[cH:21][cH:20]1)=[O:18]. The reactants are ClC=1C=C(C=C2C(NC(S2)=O)=O)C=C(C1OC1=CC=C(C=C1)OC)Cl (5-[3,5-Dichloro-4-(4-methoxy-phenoxy)-benzylidene]-thiazolidine-2,4-dione), [H][H] (hydrogen). Reagents/catalysts: [Pd] (palladium on carbon). Solvent: C(C)(=O)OCC.CO (ethyl acetate methanol). The product is ClC=1C=C(CC2C(NC(S2)=O)=O)C=C(C1OC1=CC=C(C=C1)OC)Cl (5-[3,5-Dichloro-4-(4-methoxy-phenoxy)-benzyl]-thiazolidine-2,4-dione). Yield: 55.6%. Reaction SMILES: [Cl:1][C:2]1[CH:3]=[C:4]([CH:13]=[C:14]([Cl:25])[C:15]=1[O:16][C:17]1[CH:22]=[CH:21][C:20]([O:23][CH3:24])=[CH:19][CH:18]=1)[CH:5]=[C:6]1[S:10][C:9](=[O:11])[NH:8][C:7]1=[O:12].[H][H]>C(OCC)(=O)C.CO.[Pd]>[Cl:1][C:2]1[CH:3]=[C:4]([CH:13]=[C:14]([Cl:25])[C:15]=1[O:16][C:17]1[CH:18]=[CH:19][C:20]([O:23][CH3:24])=[CH:21][CH:22]=1)[CH2:5][CH:6]1[S:10][C:9](=[O:11])[NH:8][C:7]1=[O:12] |f:2.3|. Reported procedure: The title compound of Step C (93 mg) was dissolved in ethyl acetate/methanol (4 ml/2 ml) and then 10% palladium on carbon (70 mg) was added. The reaction mixture was placed on Parr shaker for four hours under 50 psi hydrogen at room temperature. The solution was filtered through diatomaceous earth, and concentrated. The residue was purified by preparative TLC (3% methanol in dichloromethane) to afford the title compound (52 mg) as a solid. MS (APCI−) Calc: 397.0, Found: 396.0 (M−1). Product: BrC=1C=NC=2N(C1)N=C(C2)C(=O)N2CCC1=C(CC2)SC(N1)=O (6-(6-Bromo-pyrazolo[1,5-a]pyrimidine-2-carbonyl)-3,4,5,6,7,8-hexahydro-thiazolo[4,5-d]azepin-2-one). The reactants are BrC=1C=NC=2N(C1)N=C(C2)C(=O)O (6-Bromo-pyrazolo[1,5-A]pyrimidine-2-carboxylic acid), S1C(NC=2CCNCCC21)=O (3,4,5,6,7,8-hexahydro-thiazolo[4,5-d]azepin-2-one). Procedure details: The title compound was prepared in accordance with the general method of example 1 from 6-Bromo-pyrazolo[1,5-A]pyrimidine-2-carboxylic acid and 3,4,5,6,7,8-hexahydro-thiazolo[4,5-d]azepin-2-one. The reaction mixture was purified by HPLC chromatography and lyophilized. Yield: 40 mg (49% of theory). ESI-MS: m/z=394 (M+H)+; Rt(HPLC): 1.11 min. (Method J). Reaction SMILES: [Br:1][C:2]1[CH:3]=[N:4][C:5]2[N:6]([N:8]=[C:9]([C:11]([OH:13])=O)[CH:10]=2)[CH:7]=1.[S:14]1[C:23]2[CH2:22][CH2:21][NH:20][CH2:19][CH2:18][C:17]=2[NH:16][C:15]1=[O:24]>>[Br:1][C:2]1[CH:3]=[N:4][C:5]2[N:6]([N:8]=[C:9]([C:11]([N:20]3[CH2:21][CH2:22][C:23]4[S:14][C:15](=[O:24])[NH:16][C:17]=4[CH2:18][CH2:19]3)=[O:13])[CH:10]=2)[CH:7]=1.